This data is from the Open Reaction Database (ORD), a public repository of structured organic reaction records. The task is: describe an organic reaction: reactants, conditions, products, and yield Procedure: 0.25 g of 2-amino-6-methyl-1H-benzoimidazole-4-carboxylic acid (1H-imidazol-2-yl)-amide was synthesized according to procedures described for the synthesis of 2-amino-3H-benzoimidazole-4-carboxylic acid (1H-imidazol-2-yl)-amide (intermediate B) starting from 2.5 g (12.7 mmol) of above synthesized 2-amino-5-methyl-3-nitrobenzoic acid. LCMS: 257 (M+1)+. Starting materials: N1C(=NC=C1)NC(=O)C1=CC=CC=2N=C(NC21)N (2-amino-3H-benzoimidazole-4-carboxylic acid (1H-imidazol-2-yl)-amide), N1C(=NC=C1)NC(=O)C1=CC=CC=2N=C(NC21)N (2-amino-3H-benzoimidazole-4-carboxylic acid (1H-imidazol-2-yl)-amide), NC1=C(C(=O)O)C=C(C=C1[N+](=O)[O-])C (2-amino-5-methyl-3-nitrobenzoic acid). As a reaction SMILES: [NH:1]1[CH:5]=[CH:4][N:3]=[C:2]1[NH:6][C:7]([C:9]1[C:17]2[NH:16][C:15]([NH2:18])=[N:14][C:13]=2[CH:12]=[CH:11][CH:10]=1)=[O:8].N[C:20]1C([N+]([O-])=O)=CC(C)=CC=1C(O)=O>>[NH:3]1[CH:4]=[CH:5][N:1]=[C:2]1[NH:6][C:7]([C:9]1[C:17]2[N:16]=[C:15]([NH2:18])[NH:14][C:13]=2[CH:12]=[C:11]([CH3:20])[CH:10]=1)=[O:8]. The product is N1C(=NC=C1)NC(=O)C1=CC(=CC=2NC(=NC21)N)C (2-amino-6-methyl-1H-benzoimidazole-4-carboxylic acid (1H-imidazol-2-yl)-amide). The reactants are C=CCC(NC(=O)OC(C)(C)C)C(=O)N1C(CC=C)CCC1C(=O)OC, CS(C)=O, ClCCl. The product is COC(=O)C1CCC2CC=CCC(NC(=O)OC(C)(C)C)C(=O)N21. As a reaction SMILES: [CH3:1][O:2][C:3](=[O:4])[CH:5]1[N:6]([C:13]([CH:14]([CH2:15][CH:16]=[CH2:17])[NH:18][C:19](=[O:20])[O:21][C:22]([CH3:23])([CH3:24])[CH3:25])=[O:26])[CH:7]([CH2:10][CH:11]=[CH2:12])[CH2:8][CH2:9]1.[CH3:27][S:28]([CH3:29])=[O:30].[Cl:31][CH2:32][Cl:33]>>[CH3:1][O:2][C:3](=[O:4])[CH:5]1[N:6]2[CH:7]([CH2:8][CH2:9]1)[CH2:10][CH:17]=[CH:16][CH2:15][CH:14]([NH:18][C:19](=[O:20])[O:21][C:22]([CH3:23])([CH3:24])[CH3:25])[C:13]2=[O:26].